Task: describe an organic reaction: reactants, conditions, products, and yield. Dataset: the Open Reaction Database (ORD), a public repository of structured organic reaction records Reactants: C1(=CC(=CC=C1)N1C(C=CC1=O)=O)N1C(C=CC1=O)=O (N,N′-1,3-phenylenedimaleimide), CC(=O)C (acetone). Run at temperature 70 celsius, time 10 minute. Yields the product C1(\C=C/C(=O)O1)=O.C(=C)OC.C1(=CC(=CC=C1)N1C(C=CC1=O)=O)N1C(C=CC1=O)=O (Maleic Anhydride Methyl Vinyl Ether N.N′-1,3-Phenylenedimaleimide). As a reaction SMILES: [C:1]1([N:14]2[C:18](=[O:19])[CH:17]=[CH:16][C:15]2=[O:20])[CH:6]=[CH:5][CH:4]=[C:3]([N:7]2[C:11](=[O:12])[CH:10]=[CH:9][C:8]2=[O:13])[CH:2]=1.[CH3:21][C:22](C)=[O:23]>>[C:18]1(=[O:19])[O:20][C:15](=[O:23])[CH:16]=[CH:17]1.[CH:22]([O:23][CH3:1])=[CH2:21].[C:1]1([N:14]2[C:18](=[O:19])[CH:17]=[CH:16][C:15]2=[O:20])[CH:6]=[CH:5][CH:4]=[C:3]([N:7]2[C:11](=[O:12])[CH:10]=[CH:9][C:8]2=[O:13])[CH:2]=1 |f:2.3.4|. Procedure details: A 2-liter stainless steel high pressure reactor was charged with 513.88 g of acetone and 0.201 g of N,N′-1,3-phenylenedimaleimide. The reactor was sealed and purged three times with nitrogen gas ending with a head pressure of 25 psi N2. Then the temperature was raised to 70° C. during a 40 min period. When the temperature reached 60° C., 111.88 ml of molten maleic anhydride was introduced. At 80° C., separate feeds of 175.35 ml of methyl vinyl ether and 1.17 g of decanoyl peroxide in 33 g of ace... Reactants: CC(C)=O, COC(OC)c1ncc2c(n1)NC(=O)CC2, O. Product: O=Cc1ncc2c(n1)NC(=O)CC2. As a reaction SMILES: [CH3:18][C:19](=[O:20])[CH3:21].[CH3:1][O:2][CH:3]([c:4]1[n:5][cH:6][c:7]2[c:8]([n:9]1)[NH:10][C:11](=[O:14])[CH2:12][CH2:13]2)[O:15][CH3:16].[OH2:17]>>[O:2]=[CH:3][c:4]1[n:5][cH:6][c:7]2[c:8]([n:9]1)[NH:10][C:11](=[O:14])[CH2:12][CH2:13]2. The reactants are OC(C)C1=CC=C(OC(C(=O)OCC)(C)C)C=C1 (ethyl 2-[4-(1-hydroxyethyl)phenoxy]-2-methylpropionate), C1(=CC=C(C=C1)S(=O)(=O)Cl)C (p-toluenesulfonyl chloride), ice water. The solvent is N1=CC=CC=C1 (pyridine). Reaction conditions: time 16 hour. Product: C(=C)C1=CC=C(OC(C(=O)OCC)(C)C)C=C1 (Ethyl 2-(p-vinylphenoxy)-2-methylpropionate). RXN SMILES: O[CH:2]([C:4]1[CH:18]=[CH:17][C:7]([O:8][C:9]([CH3:16])([CH3:15])[C:10]([O:12][CH2:13][CH3:14])=[O:11])=[CH:6][CH:5]=1)[CH3:3].C1(C)C=CC(S(Cl)(=O)=O)=CC=1>N1C=CC=CC=1>[CH:2]([C:4]1[CH:18]=[CH:17][C:7]([O:8][C:9]([CH3:16])([CH3:15])[C:10]([O:12][CH2:13][CH3:14])=[O:11])=[CH:6][CH:5]=1)=[CH2:3]. Reported procedure: A mixture of 116 g. of ethyl 2-[4-(1-hydroxyethyl)phenoxy]-2-methylpropionate and 92 g. of p-toluenesulfonyl chloride in 500 ml. of pyridine was heated at reflux for three hours, kept at room temperature for about 16 hours and then heated at reflux again for six hours. The reaction mixture was poured into ice water and extracted with hexane. The hexane solution was washed successively with dilute sulfuric acid, 10% potassium bicarbonate, water and saturated sodium chloride solution, then dried o... Starting materials: CCOC(=O)CCCCCCN1C(=O)CCC1CCC(O)c1ccc(-c2ccccc2C)o1, CCOC(C)=O, CO, Cl, [Na+], [OH-]. Product: Cc1ccccc1-c1ccc(C(O)CCC2CCC(=O)N2CCCCCCC(=O)O)o1. As a reaction SMILES: [CH2:1]([CH3:2])[O:3][C:4]([CH2:5][CH2:6][CH2:7][CH2:8][CH2:9][CH2:10][N:11]1[CH:12]([CH2:17][CH2:18][CH:19]([c:20]2[o:21][c:22](-[c:25]3[c:26]([CH3:31])[cH:27][cH:28][cH:29][cH:30]3)[cH:23][cH:24]2)[OH:32])[CH2:13][CH2:14][C:15]1=[O:16])=[O:33].[CH3:37][CH2:38][O:39][C:40](=[O:41])[CH3:42].[CH3:43][OH:44].[ClH:36].[Na+:35].[OH-:34]>>[O:3]=[C:4]([CH2:5][CH2:6][CH2:7][CH2:8][CH2:9][CH2:10][N:11]1[CH:12]([CH2:17][CH2:18][CH:19]([c:20]2[o:21][c:22](-[c:25]3[c:26]([CH3:31])[cH:27][cH:28][cH:29][cH:30]3)[cH:23][cH:24]2)[OH:32])[CH2:13][CH2:14][C:15]1=[O:16])[OH:33].